From a dataset of the Open Reaction Database (ORD), a public repository of structured organic reaction records. describe an organic reaction: reactants, conditions, products, and yield Starting materials: C(C1=CC=CC=C1)N=C=O (Benzyl isocyanate), C(C(C)C)C1(OC(C2=C1CNCC2)=O)CC(C)C (3,3-diisobutyl-4,5,6,7-tetrahydrofuro[3,4-c]pyridin-1(3H)-one), compound 2. The solvent is ClCCl (dichloromethane). Run at time 1 hour. The product is C(C1=CC=CC=C1)NC(=O)N1CC2=C(CC1)C(OC2(CC(C)C)CC(C)C)=O (N-Benzyl-3,3-diisobutyl-1-oxo-3,4,6,7-tetrahydrofuro[3,4-c]pyridine-5 (1H)-carboxamide). Yield: 36.0%. RXN SMILES: [CH2:1]([N:8]=[C:9]=[O:10])[C:2]1[CH:7]=[CH:6][CH:5]=[CH:4][CH:3]=1.[CH2:11]([C:15]1([CH2:25][CH:26]([CH3:28])[CH3:27])[C:19]2[CH2:20][NH:21][CH2:22][CH2:23][C:18]=2[C:17](=[O:24])[O:16]1)[CH:12]([CH3:14])[CH3:13]>ClCCl>[CH2:1]([NH:8][C:9]([N:21]1[CH2:22][CH2:23][C:18]2[C:17](=[O:24])[O:16][C:15]([CH2:25][CH:26]([CH3:28])[CH3:27])([CH2:11][CH:12]([CH3:14])[CH3:13])[C:19]=2[CH2:20]1)=[O:10])[C:2]1[CH:7]=[CH:6][CH:5]=[CH:4][CH:3]=1. Procedure details: Benzyl isocyanate (0.04 g, 0.3 mmol) was added to a solution of 3,3-diisobutyl-4,5,6,7-tetrahydrofuro[3,4-c]pyridin-1(3H)-one (0.075 g, 0.30 mmol prepared in a manner analogous to compound 2) in dichloromethane (10 mL) and was stirred at room temperature for 1 h. The solvent was removed and the resulting residue was purified on silica to give the desired product (0.042 g, 36%). 1H NMR (300 MHz, CHLOROFORM-d) δ ppm 0.75-0.93 (m, 12H), 1.39-1.60 (m, 4H), 1.77-1.92 (m, 2H), 2.28-2.45 (m, 2H), 3.36-...